This data is from the Open Reaction Database (ORD), a public repository of structured organic reaction records. The task is: describe an organic reaction: reactants, conditions, products, and yield Procedure: To a solution of N-(6-chloro-5-oxohexyl)phthalimide (3.4 g.) in ethanol was added N-(2,2,2-trifluoroethylamidino)thiourea (2.75 g.) in ethanol (30 ml.). The mixture was heated under reflux for 2 hours and the reaction mixture concentrated to small volume by evaporation. Following treatment of the resulting solution with ether until the solution was just turbid, crystalline 2-[2-(2,2,2-trifluoroethyl)guanidino]-4-(4-phthalimidobutyl)thiazole hydrochloride (3.6 g.) was precipitated. This material ... Yields the product FC(CN=C(NC=1SC=C(N1)CCCCN)N)(F)F (2-[2-(2,2,2-trifluoroethyl)guanidino]-4-(4-aminobutyl)thiazole). The reactants are ClCC(CCCCN1C(C=2C(C1=O)=CC=CC2)=O)=O (N-(6-chloro-5-oxohexyl)phthalimide), FC(CNC(=N)NC(=S)N)(F)F (N-(2,2,2-trifluoroethylamidino)thiourea). Solvent: C(C)O (ethanol), C(C)O (ethanol). Conditions: time 0.5 hour. Reaction SMILES: ClCC(=O)CCCC[N:8]1[C:12](=O)[C:11]2=[CH:14][CH:15]=[CH:16][CH:17]=C2C1=O.[F:20][C:21]([F:31])([F:30])[CH2:22][NH:23][C:24]([NH:26][C:27]([NH2:29])=[S:28])=[NH:25]>C(O)C>[F:31][C:21]([F:20])([F:30])[CH2:22][N:23]=[C:24]([NH2:25])[NH:26][C:27]1[S:28][CH:17]=[C:16]([CH2:15][CH2:14][CH2:11][CH2:12][NH2:8])[N:29]=1. Reactants: O=C([O-])[O-], CC(=O)OC(C)=O, CCOC(C)=O, [K+], [K+], C1CCOC1, O, NC(=O)c1cccc(CO)n1. The product is CC(=O)OCc1cccc(C(N)=O)n1. Reaction SMILES: [C:25](=[O:26])([O-:27])[O-:28].[CH3:12][C:13](=[O:14])[O:15][C:16](=[O:17])[CH3:18].[CH3:19][CH2:20][O:21][C:22](=[O:23])[CH3:24].[K+:29].[K+:30].[O:31]1[CH2:32][CH2:33][CH2:34][CH2:35]1.[OH2:36].[OH:1][CH2:2][c:3]1[cH:4][cH:5][cH:6][c:7]([C:9](=[O:10])[NH2:11])[n:8]1>>[O:1]([CH2:2][c:3]1[cH:4][cH:5][cH:6][c:7]([C:9](=[O:10])[NH2:11])[n:8]1)[C:13]([CH3:12])=[O:14]. Starting materials: CC(C)(C)OC(=O)NCCN, CCc1cc(-c2noc(-c3cc(C)c(CC(C)C)cn3)n2)cc(C)c1CCC(=O)O. The product is CCc1cc(-c2noc(-c3cc(C)c(CC(C)C)cn3)n2)cc(C)c1CCC(=O)NCCNC(=O)OC(C)(C)C. RXN SMILES: [C:1]([CH3:2])([CH3:3])([CH3:4])[O:5][C:6]([NH:7][CH2:8][CH2:9][NH2:10])=[O:11].[CH2:12]([CH3:13])[c:14]1[c:15]([CH2:37][CH2:38][C:39](=[O:40])[OH:41])[c:16]([CH3:36])[cH:17][c:18](-[c:20]2[n:21][o:22][c:23](-[c:25]3[n:26][cH:27][c:28]([CH2:32][CH:33]([CH3:34])[CH3:35])[c:29]([CH3:31])[cH:30]3)[n:24]2)[cH:19]1>>[C:1]([CH3:2])([CH3:3])([CH3:4])[O:5][C:6]([NH:7][CH2:8][CH2:9][NH:10][C:39]([CH2:38][CH2:37][c:15]1[c:14]([CH2:12][CH3:13])[cH:19][c:18](-[c:20]2[n:21][o:22][c:23](-[c:25]3[n:26][cH:27][c:28]([CH2:32][CH:33]([CH3:34])[CH3:35])[c:29]([CH3:31])[cH:30]3)[n:24]2)[cH:17][c:16]1[CH3:36])=[O:40])=[O:11].